This data is from the Open Reaction Database (ORD), a public repository of structured organic reaction records. The task is: describe an organic reaction: reactants, conditions, products, and yield The reactants are resultant mixture, ClC1=C(C(=O)Cl)C=C(C=C1)[N+](=O)[O-] (2-chloro-5-nitrobenzoyl chloride), dichloro-bis-triphenylphosphine palladium, C(CCC)[Sn](C=1OC=CC1)(CCCC)CCCC (2-tributylstannylfuran). The solvent is O1CCCC1 (tetrahydrofuran). Yields the product O1C(=CC=C1)C(=O)C1=C(C=CC(=C1)[N+](=O)[O-])Cl (2-Chloro-5-nitrophenyl 2-furyl ketone). Yield: 78.7%. Reaction SMILES: [Cl:1][C:2]1[CH:10]=[CH:9][C:8]([N+:11]([O-:13])=[O:12])=[CH:7][C:3]=1[C:4](Cl)=[O:5].C([Sn](CCCC)(CCCC)[C:19]1[O:20][CH:21]=[CH:22][CH:23]=1)CCC>O1CCCC1>[O:20]1[CH:21]=[CH:22][CH:23]=[C:19]1[C:4]([C:3]1[CH:7]=[C:8]([N+:11]([O-:13])=[O:12])[CH:9]=[CH:10][C:2]=1[Cl:1])=[O:5]. Procedure: To a mixture of 2-chloro-5-nitrobenzoyl chloride(5.50 g, 0.0250 mol) and tetrahydrofuran is added 2-tributylstannylfuran (10.1 g, 0.0275 mol) followed by dichloro-bis-triphenylphosphine palladium (0.540 g, 0.00075 mol). The resultant mixture is stirred overnight at room temperature and concentrated in vacuo. The resultant oil is chromatographed on silica gel with methylene chloride-hexanes to afford the title compound as a bright yellow solid (4.95 g, 78.7%, mp 93-96° C.) which is identified by ... Starting materials: BrCc1ccccc1, Oc1ccc(F)cc1Br, O=C([O-])[O-], CCCC[N+](CCCC)(CCCC)CCCC, CCOC(C)=O, CN(C)C=O, [Cl-], [I-], [K+], [K+], [Na+]. Product: Fc1ccc(OCc2ccccc2)c(Br)c1. Reaction SMILES: [Br:16][CH2:17][c:18]1[cH:19][cH:20][cH:21][cH:22][cH:23]1.[Br:1][c:2]1[c:3]([OH:9])[cH:4][cH:5][c:6]([F:8])[cH:7]1.[C:10](=[O:11])([O-:12])[O-:13].[CH2:27]([N+:28]([CH2:29][CH2:30][CH2:31][CH3:32])([CH2:33][CH2:34][CH2:35][CH3:36])[CH2:37][CH2:38][CH2:39][CH3:40])[CH2:41][CH2:42][CH3:43].[CH3:44][CH2:45][O:46][C:47](=[O:48])[CH3:49].[CH3:50][N:51]([CH3:52])[CH:53]=[O:54].[Cl-:25].[I-:26].[K+:14].[K+:15].[Na+:24]>>[Br:1][c:2]1[c:3]([O:9][CH2:17][c:18]2[cH:19][cH:20][cH:21][cH:22][cH:23]2)[cH:4][cH:5][c:6]([F:8])[cH:7]1. The reactants are C(C1=CC=CC=C1)=O (benzaldehyde), C1(=CC=CC=C1)C=[N+]=[N-] (phenyldiazomethane), COC1=CC=C(C=C1)SC (1-methoxy-4-methylthiobenzene). Reagents/catalysts: C(C)(=O)[O-].[Rh+2].C(C)(=O)[O-] (rhodium (II) acetate). Run in ClCCl (dichloromethane). Run at time 2 day. Yields the product C1(=CC=CC=C1)C1C(C2=CC=CC=C2)O1 (Stilbene oxide), oil. Isolated yield 22.6%. As a reaction SMILES: [CH:1](=[O:8])[C:2]1[CH:7]=[CH:6][CH:5]=[CH:4][CH:3]=1.COC1C=CC(SC)=CC=1.[C:19]1([CH:25]=[N+]=[N-])[CH:24]=[CH:23][CH:22]=[CH:21][CH:20]=1>C([O-])(=O)C.[Rh+2].C([O-])(=O)C.ClCCl>[C:19]1([CH:25]2[O:8][CH:1]2[C:2]2[CH:7]=[CH:6][CH:5]=[CH:4][CH:3]=2)[CH:24]=[CH:23][CH:22]=[CH:21][CH:20]=1 |f:3.4.5|. Procedure: To a mixture of rhodium (II) acetate (0.0021 g), dichloromethane (4 ml) and benzaldehyde (0.051 ml) was added 1-methoxy-4-methylthiobenzene (0.0036 ml). To this mixture was added, with stirring, a solution of phenyldiazomethane (1 mmol in tert-butylmethyl ether (8 ml)) over 19 hours. The reaction mixture was stirred or a further 5 hours after which the mixture was allowed to stand at room temperature for 2 days. The solvent was removed in vacuo and the residue chromatographed on silica using dic... The reactants are Cl.CC1=NOC(=C1C=1C=C(N)C=CC1)C (3-(3,5-dimethylisoxazol-4-yl)aniline.hydrochloride), ClC1=CC(=C(C=C1)NC(COCC(=O)O)=O)C(=O)OC ((2-([4-chloro-2-(methoxycarbonyl)phenyl]amino)-2-oxoethoxy)acetic acid). The product is ClC=1C=CC(=C(C(=O)O)C1)NC(COCC(=O)NC1=CC(=CC=C1)C=1C(=NOC1C)C)=O (5-chloro-2-([(2-([3-(3,5-dimethylisoxazol-4-yl)phenyl]amino)-2-oxoethoxy)acetyl]amino)benzoic acid). Reaction SMILES: Cl.[CH3:2][C:3]1[C:7]([C:8]2[CH:9]=[C:10]([CH:12]=[CH:13][CH:14]=2)[NH2:11])=[C:6]([CH3:15])[O:5][N:4]=1.[Cl:16][C:17]1[CH:22]=[CH:21][C:20]([NH:23][C:24](=[O:31])[CH2:25][O:26][CH2:27][C:28](O)=[O:29])=[C:19]([C:32]([O:34]C)=[O:33])[CH:18]=1>>[Cl:16][C:17]1[CH:22]=[CH:21][C:20]([NH:23][C:24](=[O:31])[CH2:25][O:26][CH2:27][C:28]([NH:11][C:10]2[CH:12]=[CH:13][CH:14]=[C:8]([C:7]3[C:3]([CH3:2])=[N:4][O:5][C:6]=3[CH3:15])[CH:9]=2)=[O:29])=[C:19]([CH:18]=1)[C:32]([OH:34])=[O:33] |f:0.1|. Procedure details: Using the same method as in Example 1-(ii), 3-(3,5-dimethylisoxazol-4-yl)aniline.hydrochloride was reacted with the (2-([4-chloro-2-(methoxycarbonyl)phenyl]amino)-2-oxoethoxy)acetic acid obtained in Example 1-(i) to give 5-chloro-2-([(2-([3-(3,5-dimethylisoxazol-4-yl)phenyl]amino)-2-oxoethoxy)acetyl]amino)benzoic acid.methyl ester (yield: 82%). Note that 3-(3,5-dimethylisoxazol-4-yl) aniline.hydrochloride was neutralized in DMA by adding an equivalent amount of triethylamine, and then used in th... Starting materials: O.O.O.FC(C(=O)C(F)(F)F)(F)F (hexafluoroacetone trihydrate), FC1=CC=C(C=C1)C=1N(C=CC1C1=CC=C(C=C1)F)C (2,3-bis(4-fluorophenyl)-1-methyl-1H-pyrrole), O.O.O.FC(C(=O)C(F)(F)F)(F)F (hexafluoroacetone trihydrate), O.O.O.FC(C(=O)C(F)(F)F)(F)F (hexafluoroacetone trihydrate). The solvent is C1(=CC=CC=C1)C (toluene). Product: FC1=CC=C(C=C1)C=1C=C(N(C1C1=CC=C(C=C1)F)C)C(O)(C(F)(F)F)C(F)(F)F (4,5-Bis(4-fluorophenyl)-1-methyl-α,α-bis(trifluoromethyl)-1H-pyrrole-2-methanol). Reaction SMILES: [F:1][C:2]1[CH:7]=[CH:6][C:5]([C:8]2[N:9]([CH3:20])[CH:10]=[CH:11][C:12]=2[C:13]2[CH:18]=[CH:17][C:16]([F:19])=[CH:15][CH:14]=2)=[CH:4][CH:3]=1.O.O.O.[F:24][C:25]([F:33])([F:32])[C:26]([C:28]([F:31])([F:30])[F:29])=[O:27]>C1(C)C=CC=CC=1>[F:19][C:16]1[CH:17]=[CH:18][C:13]([C:12]2[CH:11]=[C:10]([C:26]([C:28]([F:31])([F:30])[F:29])([C:25]([F:33])([F:32])[F:24])[OH:27])[N:9]([CH3:20])[C:8]=2[C:5]2[CH:6]=[CH:7][C:2]([F:1])=[CH:3][CH:4]=2)=[CH:14][CH:15]=1 |f:1.2.3.4|. Procedure: A mixture of 4.0 g (0.015 mole) of 2,3-bis(4-fluorophenyl)-1-methyl-1H-pyrrole and 3.7 g (0.017 mole) of hexafluoroacetone trihydrate in 75 ml toluene was heated at reflux overnight. Another 3.7 g of hexafluoroacetone trihydrate was added and the mixture was heated at reflux overnight again. An additional 2.0 g of hexafluoroacetone trihydrate was added and the mixture was heated at reflux another eight hours. The mixture was washed twice with water, then the organic layer was dried and concentra... Reaction SMILES: [C:38](=[O:39])([OH:40])[O-:41].[CH2:1]([CH3:2])[O:3][C:4]([CH:5]1[CH2:6][N:7]([C:11](=[O:12])[O:13][C:14]([CH3:15])([CH3:16])[CH3:17])[CH2:8][CH2:9][CH2:10]1)=[O:18].[CH3:19][Si:20]([N-:21][Si:22]([CH3:23])([CH3:24])[CH3:25])([CH3:26])[CH3:27].[Cl:29][c:30]1[cH:31][cH:32][c:33]([CH2:34][Cl:35])[cH:36][cH:37]1.[Li+:28].[Na+:42].[O:43]1[CH2:44][CH2:45][CH2:46][CH2:47]1>>[CH2:1]([CH3:2])[O:3][C:4]([C:5]1([CH2:34][c:33]2[cH:32][cH:31][c:30]([Cl:29])[cH:37][cH:36]2)[CH2:6][N:7]([C:11](=[O:12])[O:13][C:14]([CH3:15])([CH3:16])[CH3:17])[CH2:8][CH2:9][CH2:10]1)=[O:18]. Yields the product CCOC(=O)C1(Cc2ccc(Cl)cc2)CCCN(C(=O)OC(C)(C)C)C1. Starting materials: O=C([O-])O, CCOC(=O)C1CCCN(C(=O)OC(C)(C)C)C1, C[Si](C)(C)[N-][Si](C)(C)C, ClCc1ccc(Cl)cc1, [Li+], [Na+], C1CCOC1.